This data is from the Open Reaction Database (ORD), a public repository of structured organic reaction records. The task is: describe an organic reaction: reactants, conditions, products, and yield The reactants are C12C(C3CC(CC(C1)C3)C2)NC(=O)C=2C=NN(C2Cl)C (5-chloro-1-methyl-1H-pyrazole-4-carboxylic acid adamantan-2-ylamide), CNCCO (2-(methylamino)ethanol). Product: C12C(C3CC(CC(C1)C3)C2)NC(=O)C=2C=NN(C2N(C)CCO)C (5-[(2-Hydroxy-ethyl)-methyl-amino]-1-methyl-1H-pyrazole-4-carboxylic acid adamantan-2-ylamide). RXN SMILES: [CH:1]12[CH2:10][CH:5]3[CH2:6][CH:7]([CH2:9][CH:3]([CH2:4]3)[CH:2]1[NH:11][C:12]([C:14]1[CH:15]=[N:16][N:17]([CH3:20])[C:18]=1Cl)=[O:13])[CH2:8]2.[CH3:21][NH:22][CH2:23][CH2:24][OH:25]>>[CH:1]12[CH2:10][CH:5]3[CH2:6][CH:7]([CH2:9][CH:3]([CH2:4]3)[CH:2]1[NH:11][C:12]([C:14]1[CH:15]=[N:16][N:17]([CH3:20])[C:18]=1[N:22]([CH2:23][CH2:24][OH:25])[CH3:21])=[O:13])[CH2:8]2. Procedure details: Heating a mixture of 5-chloro-1-methyl-1H-pyrazole-4-carboxylic acid adamantan-2-ylamide (Example 5, 88 mg; 0.30 mmol) and 2-(methylamino)ethanol (0.25 mL; 3.0 mmol) under microwave irradiation according to the procedure described for Example 14 provided after purification by reverse phase HPLC, 5-[(2-hydroxy-ethyl)-methyl-amino]-1-methyl-1H-pyrazole-4-carboxylic acid adamantan-2-ylamide (29 mg, 29%) as an off-white powder. ES-HRMS m/e calcd for C18H29N4O2 (M+H+) 333.2285, found 333.2282. Starting materials: CSC1=CC=C(C=C1)C1=COC2=C1C=C(C=C2)C(=O)NN (3-[4-(methylthio)phenyl]-1-benzofuran-5-carbohydrazide), C(CC)(OCC)(OCC)OCC (triethyl orthopropionate). Product: C(C)C=1OC(=NN1)C=1C=CC2=C(C(=CO2)C2=CC=C(C=C2)SC)C1 (2-ethyl-5-[3-[4-(methylthio)phenyl]-1-benzofuran-5-yl]-1,3,4-oxadiazole). Yield: 9.0%. As a reaction SMILES: [CH3:1][S:2][C:3]1[CH:8]=[CH:7][C:6]([C:9]2[C:13]3[CH:14]=[C:15]([C:18]([NH:20][NH2:21])=[O:19])[CH:16]=[CH:17][C:12]=3[O:11][CH:10]=2)=[CH:5][CH:4]=1.[C:22](OCC)(OCC)(OCC)[CH2:23][CH3:24]>>[CH2:23]([C:24]1[O:19][C:18]([C:15]2[CH:16]=[CH:17][C:12]3[O:11][CH:10]=[C:9]([C:6]4[CH:5]=[CH:4][C:3]([S:2][CH3:1])=[CH:8][CH:7]=4)[C:13]=3[CH:14]=2)=[N:20][N:21]=1)[CH3:22]. Procedure: In the same manner as in Example 239 and using 3-[4-(methylthio)phenyl]-1-benzofuran-5-carbohydrazide instead of 2-[[4-(methylthio)phenyl]amino]isonicotinohydrazide and using triethyl orthopropionate instead of triethyl orthoacetate, the title compound (yield 9%) was obtained as colorless crystals. Isolated yield 91.0%. RXN SMILES: [NH2:1][C:2](=[S:16])[NH:3][N:4]([C:8]1[CH:13]=[CH:12][C:11]([O:14][CH3:15])=[CH:10][CH:9]=1)[C:5](=O)[CH3:6].[OH-].[Na+].CO.Cl>O>[CH3:15][O:14][C:11]1[CH:12]=[CH:13][C:8]([N:4]2[C:5]([CH3:6])=[N:1][C:2]([SH:16])=[N:3]2)=[CH:9][CH:10]=1 |f:1.2|. Reported procedure: A mixture of 14.5 parts of acetic acid 2-(aminothioxomethyl)-1-(4-methoxyphenyl)hydrazide, 5 parts of sodium hydroxide and 80 parts of methanol is stirred and refluxed for 30 minutes. The reaction mixture is cooled and water is added. The whole is adjusted to pH 5 with a hydrochloric acid solution. The precipitated product is filtered off and dried, yielding 12.3 parts (91%) of 1-(4-methoxyphenyl)-5-methyl-1H-1,2,4-triazole-3-thiol. The product is 12.3, COC1=CC=C(C=C1)N1N=C(N=C1C)S (1-(4-methoxyphenyl)-5-methyl-1H-1,2,4-triazole-3-thiol). Run in O (water). Starting materials: 14.5, NC(NN(C(C)=O)C1=CC=C(C=C1)OC)=S (acetic acid 2-(aminothioxomethyl)-1-(4-methoxyphenyl)hydrazide), [OH-].[Na+] (sodium hydroxide), CO (methanol), Cl (hydrochloric acid). The reactants are NC=1C(=NC(=CC1OCC1=CC=C(C=C1)C1=C(C=CC=C1)C1=NN=NN1)C)C (3-Amino-2,6-dimethyl-4-[2'-(tetrazol-5-yl)biphenyl-4-yl]methoxypyridine), C(C)(=O)OC(C)=O (acetic anhydride). Solvent: N1=CC=CC=C1 (pyridine). Run at temperature 60 celsius, time 3 hour. Product: C(C)(=O)NC=1C(=NC(=CC1OCC1=CC=C(C=C1)C1=C(C=CC=C1)C1=NN=NN1)C)C (3-Acetylamino-2,6-dimethyl-4-[2'-(tetrazol-5-yl)biphenyl-4-yl]methoxypyridine). Isolated yield 86.0%. As a reaction SMILES: [NH2:1][C:2]1[C:3]([CH3:28])=[N:4][C:5]([CH3:27])=[CH:6][C:7]=1[O:8][CH2:9][C:10]1[CH:15]=[CH:14][C:13]([C:16]2[CH:21]=[CH:20][CH:19]=[CH:18][C:17]=2[C:22]2[NH:26][N:25]=[N:24][N:23]=2)=[CH:12][CH:11]=1.[C:29](OC(=O)C)(=[O:31])[CH3:30]>N1C=CC=CC=1>[C:29]([NH:1][C:2]1[C:3]([CH3:28])=[N:4][C:5]([CH3:27])=[CH:6][C:7]=1[O:8][CH2:9][C:10]1[CH:11]=[CH:12][C:13]([C:16]2[CH:21]=[CH:20][CH:19]=[CH:18][C:17]=2[C:22]2[NH:26][N:25]=[N:24][N:23]=2)=[CH:14][CH:15]=1)(=[O:31])[CH3:30]. Procedure details: To a solution of 100 mg of the compound obtained in Example 69 placed in 2 ml of pyridine was added 1 ml of acetic anhydride, followed by stirring at 60° C. for three hours. After the reaction was completed, the reaction mixture was concentrated under reduced pressure. The residue was purified by a silica gel column chromatography (8 g, chloroform:methanol=2:1), whereby 95 mg of a colorless powder of the title compound was obtained (yield: 86%). Product: Cc1nnc(CNC(=O)c2ccc(Cl)c(Cl)c2)n1-c1sc(CCc2ccc(CC(C)C)cc2)cc1C(=O)c1ccccc1Cl. Reactants: ClC(Cl)Cl, Cc1nnc2n1-c1sc(CCc3ccc(CC(C)C)cc3)cc1C(c1ccccc1Cl)=NC2, O=C(Cl)c1ccc(Cl)c(Cl)c1, Cl, [Na+], O=C([O-])O. Reaction SMILES: [CH:39]([Cl:40])([Cl:41])[Cl:42].[Cl:1][c:2]1[c:3]([C:8]2=[N:9][CH2:10][c:11]3[n:12]([c:30]([CH3:33])[n:31][n:32]3)-[c:13]3[c:14]2[cH:15][c:16]([CH2:18][CH2:19][c:20]2[cH:21][cH:22][c:23]([CH2:26][CH:27]([CH3:28])[CH3:29])[cH:24][cH:25]2)[s:17]3)[cH:4][cH:5][cH:6][cH:7]1.[Cl:43][c:44]1[cH:45][c:46]([C:47](=[O:48])[Cl:49])[cH:50][cH:51][c:52]1[Cl:53].[ClH:54].[Na+:34].[OH:35][C:36](=[O:37])[O-:38]>>[Cl:1][c:2]1[c:3]([C:8]([c:14]2[c:13](-[n:12]3[c:11]([CH2:10][NH:9][C:47]([c:46]4[cH:45][c:44]([Cl:43])[c:52]([Cl:53])[cH:51][cH:50]4)=[O:48])[n:32][n:31][c:30]3[CH3:33])[s:17][c:16]([CH2:18][CH2:19][c:20]3[cH:21][cH:22][c:23]([CH2:26][CH:27]([CH3:28])[CH3:29])[cH:24][cH:25]3)[cH:15]2)=[O:35])[cH:4][cH:5][cH:6][cH:7]1. The reactants are O.NN (hydrazine hydrate), CON=C(CCN1C(C=2C(C1=O)=CC=CC2)=O)C (N-[3-(N-methoxyimino)butyl]phthalimide), ClC1=C2NC=NC2=NC=N1 (6-chloropurine), C(C)N(C(C)C)C(C)C (ethyldiisopropylamine). Run in CCOCC (ether), CO (methanol), O (water). Reaction conditions: time 1 hour. The product is CON=C(CCNC1=C2NC=NC2=NC=N1)C (N6 -[3-(N-methoxyimino)butyl]adenine). Isolated yield 53.4%. As a reaction SMILES: [CH3:1][O:2][N:3]=[C:4]([CH3:18])[CH2:5][CH2:6][N:7]1C(=O)C2=CC=CC=C2C1=O.O.NN.Cl[C:23]1[N:31]=[CH:30][N:29]=[C:28]2[C:24]=1[NH:25][CH:26]=[N:27]2.C(N(C(C)C)C(C)C)C>CO.O.CCOCC>[CH3:1][O:2][N:3]=[C:4]([CH3:18])[CH2:5][CH2:6][NH:7][C:23]1[N:31]=[CH:30][N:29]=[C:28]2[C:24]=1[NH:25][CH:26]=[N:27]2 |f:1.2|. Reported procedure: 0.282 g (1.00 mmol) of N-[3-(N-methoxyimino)butyl]phthalimide was dissolved in 6 ml of methanol and to the solution was added 60 μl (1.2 mmol) of hydrazine hydrate, followed by being refluxed for 7 hours. The reaction mixture was cooled to room temperature and then, 20 ml of ether was added thereto and the mixture was left to stand at 0° C. for 1 hour to sufficiently precipitate solids. The solids were removed by suction filtration and the filtrate was dried over sodium sulfate and concentrated ... Starting materials: BrCCNCCBr, Nc1ccc(NC(=O)CCBr)cc1, Br, O=C([O-])[O-], CO, [K+], [K+]. Yields the product O=C(CCBr)Nc1ccc(N2CCNCC2)cc1. RXN SMILES: [Br:15][CH2:16][CH2:17][NH:18][CH2:19][CH2:20][Br:21].[Br:1][CH2:2][CH2:3][C:4](=[O:5])[NH:6][c:7]1[cH:8][cH:9][c:10]([NH2:13])[cH:11][cH:12]1.[BrH:14].[C:22](=[O:23])([O-:24])[O-:25].[CH3:28][OH:29].[K+:26].[K+:27]>>[Br:1][CH2:2][CH2:3][C:4](=[O:5])[NH:6][c:7]1[cH:8][cH:9][c:10]([N:13]2[CH2:16][CH2:17][NH:18][CH2:19][CH2:20]2)[cH:11][cH:12]1. Starting materials: COc1cc([N+](=O)[O-])ccc1NC(=O)Nc1cnccn1, CN(C)C=O. Yields the product COc1cc(N)ccc1NC(=O)Nc1cnccn1. RXN SMILES: [CH3:1][O:2][c:3]1[c:4]([NH:12][C:13](=[O:14])[NH:15][c:16]2[n:17][cH:18][cH:19][n:20][cH:21]2)[cH:5][cH:6][c:7]([N+:9]([O-:10])=[O:11])[cH:8]1.[O:22]=[CH:23][N:24]([CH3:25])[CH3:26]>>[CH3:1][O:2][c:3]1[c:4]([NH:12][C:13](=[O:14])[NH:15][c:16]2[n:17][cH:18][cH:19][n:20][cH:21]2)[cH:5][cH:6][c:7]([NH2:9])[cH:8]1. Reactants: COC(C[C@@H]1COC2=C1C=CC(=C2)O[C@@H]2CCC1=C(C=CC(=C21)F)B2OC(C(O2)(C)C)(C)C)=O ({(S)-6-[(R)-7-fluoro-4-(4,4,5,5-tetramethyl-[1,3,2]dioxaborolan-2-yl)-indan-1-yloxy]-2,3-dihydro-benzofuran-3-yl}-acetic acid methyl ester), BrC1=C(C=C(C=C1C)C1=NC=CC=C1C)C (2-(4-bromo-3,5-dimethyl-phenyl)-3-methyl-pyridine), BrC1=C2CC[C@H](C2=C(C=C1)F)OC1=CC2=C([C@@H](CO2)CC(=O)OC)C=C1 (Methyl 2-((S)-6-((R)-4-bromo-7-fluoro-2,3-dihydro-1H-inden-1-yloxy)-2,3-dihydrobenzofuran-3-yl)acetate). Product: COC(C[C@@H]1COC2=C1C=CC(=C2)O[C@@H]2CCC1=C(C=CC(=C21)F)C2=C(C=C(C=C2C)C2=NC=CC=C2C)C)=O ({(S)-6-[(R)-4-(2,6-Dimethyl-4-(3-methyl-pyridin-2-yl)-phenyl)-7-fluoro-indan-1-yloxy]-2,3-dihydro-benzofuran-3-yl}-acetic acid methyl ester). As a reaction SMILES: [CH3:1][O:2][C:3](=[O:34])[CH2:4][C@H:5]1[C:9]2[CH:10]=[CH:11][C:12]([O:14][C@H:15]3[C:23]4[C:18](=[C:19](B5OC(C)(C)C(C)(C)O5)[CH:20]=[CH:21][C:22]=4[F:24])[CH2:17][CH2:16]3)=[CH:13][C:8]=2[O:7][CH2:6]1.Br[C:36]1[C:41]([CH3:42])=[CH:40][C:39]([C:43]2[C:48]([CH3:49])=[CH:47][CH:46]=[CH:45][N:44]=2)=[CH:38][C:37]=1[CH3:50].BrC1C=CC(F)=C2C=1CC[C@H]2OC1C=CC2[C@H](CC(OC)=O)COC=2C=1>>[CH3:1][O:2][C:3](=[O:34])[CH2:4][C@H:5]1[C:9]2[CH:10]=[CH:11][C:12]([O:14][C@H:15]3[C:23]4[C:18](=[C:19]([C:36]5[C:37]([CH3:50])=[CH:38][C:39]([C:43]6[C:48]([CH3:49])=[CH:47][CH:46]=[CH:45][N:44]=6)=[CH:40][C:41]=5[CH3:42])[CH:20]=[CH:21][C:22]=4[F:24])[CH2:17][CH2:16]3)=[CH:13][C:8]=2[O:7][CH2:6]1. Reported procedure: The title compound is prepared from {(S)-6-[(R)-7-fluoro-4-(4,4,5,5-tetramethyl-[1,3,2]dioxaborolan-2-yl)-indan-1-yloxy]-2,3-dihydro-benzofuran-3-yl}-acetic acid methyl ester and 2-(4-bromo-3,5-dimethyl-phenyl)-3-methyl-pyridine following a procedure analogous to that described in Step 5 of Intermediate 1. LC (method 7): tR=1.07 min; Mass spectrum (ESI+): m/z=538 [M+H]+. The reactants are CCCCCC.C(C)(=O)OCC (hexane ethyl acetate), [Al](Br)(Br)Br (AlBr3), C(C)(=O)C1=CC(=C(C=C1)C1=CC=C(C=C1)OC)[N+](=O)[O-] (4-Acetyl-4'-methoxy-2-nitro biphenyl). Solvent: C1=CC=CC=C1 (benzene), C1=CC=CC=C1 (benzene). Run at time 3.5 hour. Yields the product C(C)(=O)C1=CC(=C(C=C1)C1=CC=C(C=C1)O)[N+](=O)[O-] (4-Acetyl-4'-hydroxy-2-nitro biphenyl). Reaction SMILES: [Al](Br)(Br)Br.[C:5]([C:8]1[CH:13]=[CH:12][C:11]([C:14]2[CH:19]=[CH:18][C:17]([O:20]C)=[CH:16][CH:15]=2)=[C:10]([N+:22]([O-:24])=[O:23])[CH:9]=1)(=[O:7])[CH3:6].CCCCCC.C(OCC)(=O)C>C1C=CC=CC=1>[C:5]([C:8]1[CH:13]=[CH:12][C:11]([C:14]2[CH:15]=[CH:16][C:17]([OH:20])=[CH:18][CH:19]=2)=[C:10]([N+:22]([O-:24])=[O:23])[CH:9]=1)(=[O:7])[CH3:6] |f:2.3|. Reported procedure: To a stirred solution of AlBr3 (12.6 g, 47.4 mmole) in benzene (45 mL) is added dropwise under nitrogen a solution of the methylether (5 g, 18.45 mmole) of Step A in benzene (12 mL) over 30 minutes. The resulting solution is stirred at room temperature for 3.5 hours. (TLC, 8:2 hexane-ethyl acetate). The mixture is cooled in an ice bath and the complex is decomposed by the dropwise addition of 6N-HC1 (ca. 37 mL). The organic layer is separated and the aqueous phase is reextracted with ether (3x)....